Task: describe an organic reaction: reactants, conditions, products, and yield. Dataset: the Open Reaction Database (ORD), a public repository of structured organic reaction records Starting materials: CN1C(C2=CC=CC=C2C(=C1/C=C/C(=O)O)C1=CC=CC=C1)=O ((E)-3-(2-methyl-1-oxo-4-phenyl-1,2-dihydroisoquinolin-3-yl)propenoic acid), S(=O)(Cl)Cl (thionyl chloride). Product: CN1C(C2=CC=CC=C2C(=C1/C=C/C(=O)Cl)C1=CC=CC=C1)=O ((E)-3-(2-methyl-1-oxo-4-phenyl-1,2-dihydroisoquinolin-3-yl)propenoyl chloride). Reaction SMILES: [CH3:1][N:2]1[C:11](/[CH:12]=[CH:13]/[C:14](O)=[O:15])=[C:10]([C:17]2[CH:22]=[CH:21][CH:20]=[CH:19][CH:18]=2)[C:9]2[C:4](=[CH:5][CH:6]=[CH:7][CH:8]=2)[C:3]1=[O:23].S(Cl)([Cl:26])=O>>[CH3:1][N:2]1[C:11](/[CH:12]=[CH:13]/[C:14]([Cl:26])=[O:15])=[C:10]([C:17]2[CH:22]=[CH:21][CH:20]=[CH:19][CH:18]=2)[C:9]2[C:4](=[CH:5][CH:6]=[CH:7][CH:8]=2)[C:3]1=[O:23]. Reported procedure: A solution of (E)-3-(2-methyl-1-oxo-4-phenyl-1,2-dihydroisoquinolin-3-yl)propenoic acid (0.92 g) in thionyl chloride (15 ml) was heated at reflux for 4 hours. The excess thionyl chloride was then removed by distillation and the residual yellow solid was washed with petroleum ether (b.p. 40°-60° C.), to give (E)-3-(2-methyl-1-oxo-4-phenyl-1,2-dihydroisoquinolin-3-yl)propenoyl chloride (1.0 g) in the form of a yellow solid, m.p.213°-215° C. Reactants: C[Si](C)(C)[N-][Si](C)(C)C.[Na+] (sodium bistrimethylsilylamide), Cl (hydrochloric acid), ClC1CC(C2=C(S1)SC=C2)=O (6-chloro-5,6-dihydro-4H-thieno[2,3-b]thiopyran-4-one), FC(C(=O)C=1NC=CN1)(F)F (Trifluoroacetyl imidazole). Run in O1CCCC1 (tetrahydrofuran), O1CCCC1 (tetrahydrofuran). Run at temperature -78 celsius, time 0.75 hour. The product is ClC1CC(C2=C(S1)SC=C2C(C(F)(F)F)=O)=O (6-chloro-5,6-dihydro-3-trifluoroacetyl-4H-thieno[2,3-b]thiopyran-4-one). As a reaction SMILES: [Cl:1][CH:2]1[S:7][C:6]2[S:8][CH:9]=[CH:10][C:5]=2[C:4](=[O:11])[CH2:3]1.C[Si]([N-][Si](C)(C)C)(C)C.[Na+].[F:22][C:23]([F:32])([F:31])[C:24](C1NC=CN=1)=[O:25].Cl>O1CCCC1>[Cl:1][CH:2]1[S:7][C:6]2[S:8][CH:9]=[C:10]([C:24](=[O:25])[C:23]([F:32])([F:31])[F:22])[C:5]=2[C:4](=[O:11])[CH2:3]1 |f:1.2|. Reported procedure: The compound from Step 3 (1.03 g, 5.0 mmol) was dissolved in tetrahydrofuran (50 mL) and cooled to -78° C. A solution of sodium bistrimethylsilylamide (5.0 mL of a 1.0M tetrahydrofuran solution) was added and the reaction stirred for 0.75 hours at -78° C. Trifluoroacetyl imidazole (0.68 mL, 6.0 mmol) was added and the reaction was warmed to room temperature and stirred under a nitrogen atmosphere for 16 hours. At this time, 1N hydrochloric acid (300 mL) was added to the reaction followed by extr... Reactants: C(#N)C1=C(N(C2=NC(=CC(=C21)CC)CC)C2CCC1=CC=CC=C21)/C=C/C(=O)NC2CC(OCC2)(C)C ((E)-3-[3-cyano-1-(2,3-dihydro-1H-inden-1-yl)-4,6-diethyl-1H-pyrrolo[2,3-b]pyridin-2-yl]-N-(2,2-dimethyltetrahydro-2H-pyran-4-yl)-2-propenamide), C(#N)C1=C(N(C2=NC(=CC(=C21)CC)CC)C2CCC1=CC=CC=C21)/C=C/C(=O)NC=2C=NC=CC2 ((E)-3-[3-cyano-1-(2,3-dihydro-1H-inden-1-yl)-4,6-diethyl-1H-pyrrolo[2,3-b]pyridin-2-yl]-N-(3-pyridinyl)-2-propenamide), C(#N)C1=C(N(C2=NC(=CC(=C21)CC)CC)C2CCC1=CC=CC=C21)/C=C/C(=O)O ((E)-3-[3-cyano-1-(2,3-dihydro-1H-inden-1-yl)-4,6-diethyl-1H-pyrrolo[2,3-b]pyridin-2-yl]-2-propenoic acid), NC1=CC=NC=C1 (4-aminopyridine). The product is C(#N)C1=C(N(C2=NC(=CC(=C21)CC)CC)C2CCC1=CC=CC=C21)/C=C/C(=O)NC2=CC=NC=C2 ((E)-3-[3-cyano-1-(2,3-dihydro-1H-inden-1-yl)-4,6-diethyl-1H-pyrrolo[2,3-b]pyridin-2-yl]-N-(4-pyridinyl)-2-propenamide). RXN SMILES: C(C1[C:11]2[C:6](=[N:7][C:8](CC)=[CH:9][C:10]=2CC)N(C2C3C(=CC=CC=3)CC2)C=1/C=C/C(NC1CCOC(C)(C)C1)=O)#N.[C:38]([C:40]1[C:48]2[C:43](=[N:44][C:45]([CH2:51][CH3:52])=[CH:46][C:47]=2[CH2:49][CH3:50])[N:42]([CH:53]2[C:61]3[C:56](=[CH:57][CH:58]=[CH:59][CH:60]=3)[CH2:55][CH2:54]2)[C:41]=1/[CH:62]=[CH:63]/[C:64]([NH:66]C1C=NC=CC=1)=[O:65])#[N:39].C(C1C2C(=NC(CC)=CC=2CC)N(C2C3C(=CC=CC=3)CC2)C=1/C=C/C(O)=O)#N.NC1C=CN=CC=1>>[C:38]([C:40]1[C:48]2[C:43](=[N:44][C:45]([CH2:51][CH3:52])=[CH:46][C:47]=2[CH2:49][CH3:50])[N:42]([CH:53]2[C:61]3[C:56](=[CH:57][CH:58]=[CH:59][CH:60]=3)[CH2:55][CH2:54]2)[C:41]=1/[CH:62]=[CH:63]/[C:64]([NH:66][C:10]1[CH:9]=[CH:8][N:7]=[CH:6][CH:11]=1)=[O:65])#[N:39]. Procedure details: In the same manner described in (4) of Example 2, (E)-3-[3-cyano-1-(2,3-dihydro-1H-inden-1-yl)-4,6-diethyl-1H-pyrrolo[2,3-b]pyridin-2-yl]-N-(3-pyridinyl)-2-propenamide was synthesized from (E)-3-[3-cyano-1-(2,3-dihydro-1H-inden-1-yl)-4,6-diethyl-1H-pyrrolo[2,3-b]pyridin-2-yl]-2-propenoic acid and 4-aminopyridine. Starting materials: COC(=O)C1=C(C2=CC=CC=C2C(=C1)F)OCOC (4-fluoro-1-methoxymethoxynaphthalene-2-carboxylic acid methyl ester), O.[O-2].[O-2].[O-2].O=[Si]=O.O=[Si]=O.O=[Si]=O.O=[Si]=O.[Al+3].[Al+3] (montmorillonite K-10). The solvent is ClCCl (dichloromethane), ClCCl (dichloromethane). Conditions: time 35 minute. Yields the product FC1=CC(=C(C2=CC=CC=C12)O)C(=O)OC (4-fluoro-1-hydroxynaphthalene-2-carboxylic acid, methyl ester). Yield: 61.1%. RXN SMILES: [CH3:1][O:2][C:3]([C:5]1[CH:14]=[C:13]([F:15])[C:12]2[C:7](=[CH:8][CH:9]=[CH:10][CH:11]=2)[C:6]=1[O:16]COC)=[O:4].O.[O-2].[O-2].[O-2].O=[Si]=O.O=[Si]=O.O=[Si]=O.O=[Si]=O.[Al+3].[Al+3]>ClCCl>[F:15][C:13]1[C:12]2[C:7](=[CH:8][CH:9]=[CH:10][CH:11]=2)[C:6]([OH:16])=[C:5]([C:3]([O:2][CH3:1])=[O:4])[CH:14]=1 |f:1.2.3.4.5.6.7.8.9.10|. Procedure details: To a mixture of 0.375 g of 4-fluoro-1-methoxymethoxynaphthalene-2-carboxylic acid methyl ester and 375 mg of montmorillonite K-10 clay was added 10 ml of dry dichloromethane. The mixture was stirred at room temperature for 35 minutes. The suspension was diluted with dry dichloromethane and filtered. The residue was washed with ethyl acetate and the combined filtrate concentrated to a white solid. The material was purified by flash chromatography on silica gel, eluting with ethyl acetate/heptanes... Starting materials: Clc1ccc2c(c1)C=Cc1ccc(Br)cc1CN2, CC(=O)OC(C)=O, Cc1ccccc1. Yields the product CC(=O)N1Cc2cc(Br)ccc2C=Cc2cc(Cl)ccc21. Reaction SMILES: [Br:1][c:2]1[cH:3][c:4]2[c:5]([cH:17][cH:18]1)[CH:6]=[CH:7][c:8]1[c:9]([cH:12][cH:13][c:14]([Cl:16])[cH:15]1)[NH:10][CH2:11]2.[CH3:19][C:20](=[O:21])[O:22][C:23](=[O:24])[CH3:25].[CH3:26][c:27]1[cH:28][cH:29][cH:30][cH:31][cH:32]1>>[Br:1][c:2]1[cH:3][c:4]2[c:5]([cH:17][cH:18]1)[CH:6]=[CH:7][c:8]1[c:9]([cH:12][cH:13][c:14]([Cl:16])[cH:15]1)[N:10]([C:20]([CH3:19])=[O:21])[CH2:11]2. The reactants are CC[O-], CO, CS(C)=O, CCO, ClCc1ccccc1, Cc1cnc(I)c(O)c1, [Na+], [Na], O, O. Product: Cc1cnc(I)c(OCc2ccccc2)c1. RXN SMILES: [CH3:11][CH2:12][O-:13].[CH3:25][OH:26].[CH3:27][S:28](=[O:29])[CH3:30].[CH3:31][CH2:32][OH:33].[Cl:15][CH2:16][c:17]1[cH:18][cH:19][cH:20][cH:21][cH:22]1.[I:1][c:2]1[n:3][cH:4][c:5]([CH3:9])[cH:6][c:7]1[OH:8].[Na+:10].[Na:14].[OH2:23].[OH2:24]>>[I:1][c:2]1[n:3][cH:4][c:5]([CH3:9])[cH:6][c:7]1[O:8][CH2:16][c:17]1[cH:18][cH:19][cH:20][cH:21][cH:22]1.